Dataset: the Open Reaction Database (ORD), a public repository of structured organic reaction records. Task: describe an organic reaction: reactants, conditions, products, and yield Product: C(C1=CC=CC=C1)(C1=CC=CC=C1)(C1=CC=CC=C1)NC=1SC=C(N1)/C(/C(=O)NC1[C@@H]2N(C(=C(CS2)\C=C\COC(C)=O)C(=O)OC(C2=CC=CC=C2)C2=CC=CC=C2)C1=O)=N/OC(C1=CC=CC=C1)(C1=CC=CC=C1)C1=CC=CC=C1 (diphenylmethyl 7-[(Z)-2-(2-tritylaminothiazol-4-yl)-2-trityloxyiminoacetamido]-3-[(E)-3-acetoxy-1-propenyl]-3-cephem-4-carboxylate). Procedure: To a solution of 1-hydroxybenzotriazole (223 mg, 1.44 mmol) and (Z)-2-(2-tritylaminothiazol-4-yl)-2-trityloxyiminoacetic acid (1.06 g, 1.44 mmol) in THF (14 ml) was added DCC (300 mg, 1.44 mmol) and the mixture was stirred for 1 hr at 5° C. Diphenylmethyl 7-amino-3-[(E)-acetoxy-1-propenyl]-3-cephem-4-carboxylate (670 mg, 1.44 mmol) was added to the mixture. After stirring for 4 hr at ambient temperature, the reaction mixture was filtered, diluted with ethyl acetate (50 ml) and washed with water.... Isolated yield 99.8%. Reactants: NC1[C@@H]2N(C(=C(CS2)\C=C\COC(C)=O)C(=O)OC(C2=CC=CC=C2)C2=CC=CC=C2)C1=O (Diphenylmethyl 7-amino-3-[(E)-acetoxy-1-propenyl]-3-cephem-4-carboxylate), ON1N=NC2=C1C=CC=C2 (1-hydroxybenzotriazole), C(C1=CC=CC=C1)(C1=CC=CC=C1)(C1=CC=CC=C1)NC=1SC=C(N1)/C(/C(=O)O)=N/OC(C1=CC=CC=C1)(C1=CC=CC=C1)C1=CC=CC=C1 ((Z)-2-(2-tritylaminothiazol-4-yl)-2-trityloxyiminoacetic acid), C1CCC(CC1)N=C=NC2CCCCC2 (DCC). Run in C1CCOC1 (THF). Run at temperature 5 celsius, time 1 hour. RXN SMILES: ON1C2C=CC=CC=2N=N1.[C:11]([NH:30][C:31]1[S:32][CH:33]=[C:34](/[C:36](=[N:40]/[O:41][C:42]([C:55]2[CH:60]=[CH:59][CH:58]=[CH:57][CH:56]=2)([C:49]2[CH:54]=[CH:53][CH:52]=[CH:51][CH:50]=2)[C:43]2[CH:48]=[CH:47][CH:46]=[CH:45][CH:44]=2)/[C:37](O)=[O:38])[N:35]=1)([C:24]1[CH:29]=[CH:28][CH:27]=[CH:26][CH:25]=1)([C:18]1[CH:23]=[CH:22][CH:21]=[CH:20][CH:19]=1)[C:12]1[CH:17]=[CH:16][CH:15]=[CH:14][CH:13]=1.C1CCC(N=C=NC2CCCCC2)CC1.[NH2:76][CH:77]1[C:107](=[O:108])[N:79]2[C:80]([C:91]([O:93][CH:94]([C:101]3[CH:106]=[CH:105][CH:104]=[CH:103][CH:102]=3)[C:95]3[CH:100]=[CH:99][CH:98]=[CH:97][CH:96]=3)=[O:92])=[C:81](/[CH:84]=[CH:85]/[CH2:86][O:87][C:88](=[O:90])[CH3:89])[CH2:82][S:83][C@H:78]12>C1COCC1>[C:11]([NH:30][C:31]1[S:32][CH:33]=[C:34](/[C:36](=[N:40]/[O:41][C:42]([C:55]2[CH:60]=[CH:59][CH:58]=[CH:57][CH:56]=2)([C:49]2[CH:50]=[CH:51][CH:52]=[CH:53][CH:54]=2)[C:43]2[CH:44]=[CH:45][CH:46]=[CH:47][CH:48]=2)/[C:37]([NH:76][CH:77]2[C:107](=[O:108])[N:79]3[C:80]([C:91]([O:93][CH:94]([C:95]4[CH:96]=[CH:97][CH:98]=[CH:99][CH:100]=4)[C:101]4[CH:106]=[CH:105][CH:104]=[CH:103][CH:102]=4)=[O:92])=[C:81](/[CH:84]=[CH:85]/[CH2:86][O:87][C:88](=[O:90])[CH3:89])[CH2:82][S:83][C@H:78]23)=[O:38])[N:35]=1)([C:24]1[CH:25]=[CH:26][CH:27]=[CH:28][CH:29]=1)([C:12]1[CH:13]=[CH:14][CH:15]=[CH:16][CH:17]=1)[C:18]1[CH:23]=[CH:22][CH:21]=[CH:20][CH:19]=1. Product: FC=1C=C(C=CC1F)N(C(NC=1SC(=CN1)SCC(=O)O)=O)CC1CCC(CC1)C(F)(F)F ({2-[3-(3,4-Difluoro-phenyl)-3-(4-trifluoromethyl-cyclohexylmethyl)-ureido]-thiazol-5-ylsulfanyl}-acetic acid). As a reaction SMILES: C([O:3][C:4](=[O:35])[CH2:5][S:6][C:7]1[S:11][C:10]([NH:12][C:13]([N:15]([C:27]2[CH:32]=[CH:31][C:30]([F:33])=[C:29]([F:34])[CH:28]=2)[CH2:16][CH:17]2[CH2:22][CH2:21][CH:20]([C:23]([F:26])([F:25])[F:24])[CH2:19][CH2:18]2)=[O:14])=[N:9][CH:8]=1)C.C1(CN(C2C=CC(S(C)(=O)=O)=CC=2)C(=O)NC2SC=C(CC(O)=O)N=2)CCCC1.FC(F)(F)C1CCC(CNC2C=CC(F)=C(F)C=2)CC1.C(OC(=O)CSC1SC(N)=NC=1)C>>[F:34][C:29]1[CH:28]=[C:27]([N:15]([CH2:16][CH:17]2[CH2:22][CH2:21][CH:20]([C:23]([F:25])([F:26])[F:24])[CH2:19][CH2:18]2)[C:13](=[O:14])[NH:12][C:10]2[S:11][C:7]([S:6][CH2:5][C:4]([OH:35])=[O:3])=[CH:8][N:9]=2)[CH:32]=[CH:31][C:30]=1[F:33]. Reported procedure: The title compound was prepared via {2-[3-(3,4-difluoro-phenyl)-3-(4-trifluoromethyl-cyclohexylmethyl)-ureido]-thiazol-5-ylsulfanyl}-acetic acid ethyl ester in a similar manner as described for the synthesis of {2-[3-cyclopentylmethyl-3-(4-methanesulfonyl-phenyl)-ureido]-thiazol-4-yl}-acetic acid, using 4-trifluoromethyl-cyclohexylmethyl-(3,4-difluorophenyl)-amine and (2-amino-thiazol-5-ylsulfanyl)acetic acid ethyl ester. Starting materials: C(C)OC(CSC1=CN=C(S1)NC(=O)N(CC1CCC(CC1)C(F)(F)F)C1=CC(=C(C=C1)F)F)=O ({2-[3-(3,4-difluoro-phenyl)-3-(4-trifluoromethyl-cyclohexylmethyl)-ureido]-thiazol-5-ylsulfanyl}-acetic acid ethyl ester), C(C)OC(CSC1=CN=C(S1)N)=O ((2-amino-thiazol-5-ylsulfanyl)acetic acid ethyl ester), C1(CCCC1)CN(C(NC=1SC=C(N1)CC(=O)O)=O)C1=CC=C(C=C1)S(=O)(=O)C ({2-[3-cyclopentylmethyl-3-(4-methanesulfonyl-phenyl)-ureido]-thiazol-4-yl}-acetic acid), FC(C1CCC(CC1)CNC1=CC(=C(C=C1)F)F)(F)F (4-trifluoromethyl-cyclohexylmethyl-(3,4-difluorophenyl)-amine). Starting materials: CCOC(=O)c1cn(C2CC2)c2c(C)c(N3CCOCC3)c(F)cc2c1=O, Cl, [Na+], [OH-]. The product is Cc1c(N2CCOCC2)c(F)cc2c(=O)c(C(=O)O)cn(C3CC3)c12. RXN SMILES: [CH:1]1([n:4]2[cH:5][c:6]([C:23](=[O:24])[O:25][CH2:26][CH3:27])[c:7](=[O:22])[c:8]3[cH:9][c:10]([F:21])[c:11]([N:15]4[CH2:16][CH2:17][O:18][CH2:19][CH2:20]4)[c:12]([CH3:14])[c:13]23)[CH2:2][CH2:3]1.[ClH:30].[Na+:29].[OH-:28]>>[CH:1]1([n:4]2[cH:5][c:6]([C:23](=[O:24])[OH:25])[c:7](=[O:22])[c:8]3[cH:9][c:10]([F:21])[c:11]([N:15]4[CH2:16][CH2:17][O:18][CH2:19][CH2:20]4)[c:12]([CH3:14])[c:13]23)[CH2:2][CH2:3]1. Reactants: C1=C(C=CC2=CC=CC=C12)CC#N (naphth-2-ylacetonitrile), ice, ClCCN(C(=O)OC(C)(C)C)CCCl (2-chloro-N-(2-chloroethyl)-N-tert-Butoxycarbonyl-ethanamine), NaNH2. The solvent is CS(=O)C (DMSO). Run at time 0.5 hour. Yields the product C(C)(C)(C)OC(=O)N1CCC(CC1)(C1=CC2=CC=CC=C2C=C1)C#N (1-tert-butoxycarbonyl-4-cyano-4-(naphth-2-yl)-piperidine). RXN SMILES: [CH:1]1[C:10]2[C:5](=[CH:6][CH:7]=[CH:8][CH:9]=2)[CH:4]=[CH:3][C:2]=1[CH2:11][C:12]#[N:13].Cl[CH2:15][CH2:16][N:17]([CH2:25][CH2:26]Cl)[C:18]([O:20][C:21]([CH3:24])([CH3:23])[CH3:22])=[O:19]>CS(C)=O>[C:21]([O:20][C:18]([N:17]1[CH2:25][CH2:26][C:11]([C:12]#[N:13])([C:2]2[CH:3]=[CH:4][C:5]3[C:10](=[CH:9][CH:8]=[CH:7][CH:6]=3)[CH:1]=2)[CH2:15][CH2:16]1)=[O:19])([CH3:24])([CH3:23])[CH3:22]. Procedure details: Combine naphth-2-ylacetonitrile (10 mmol) and 2-chloro-N-(2-chloroethyl)-N-tert-Butoxycarbonyl-ethanamine (11 mmol) in DMSO (30 mL). Add portionwise, NaNH2 (22 mmol). After the addition, stir for an additional 0.5 h. Pour the contents of the flask over ice (150 g). Extract the mixture with dichloromethane. Dry the organic phase over MgSO4, filter, and concentrate in vacuo to give a residue. Purify to give the title compound. The reactants are COC(=O)C(Br)CC(C)C, OCc1ccc(Br)cc1, O=C([O-])O, CCOCC, CCOC(C)=O, [H-], [Na+], CN(C)C=O, O. Yields the product COC(=O)C(CC(C)C)OCc1ccc(Br)cc1. RXN SMILES: [Br:12][CH:13]([C:14](=[O:15])[O:16][CH3:17])[CH2:18][CH:19]([CH3:20])[CH3:21].[Br:1][c:2]1[cH:3][cH:4][c:5]([CH2:6][OH:7])[cH:8][cH:9]1.[C:39](=[O:40])([OH:41])[O-:42].[CH3:27][CH2:28][O:29][CH2:30][CH3:31].[CH3:32][CH2:33][O:34][C:35](=[O:36])[CH3:37].[H-:10].[Na+:11].[O:22]=[CH:23][N:24]([CH3:25])[CH3:26].[OH2:38]>>[Br:1][c:2]1[cH:3][cH:4][c:5]([CH2:6][O:7][CH:13]([C:14](=[O:15])[O:16][CH3:17])[CH2:18][CH:19]([CH3:20])[CH3:21])[cH:8][cH:9]1. Starting materials: CCCCP(CCCC)CCCC, O=C(Nc1ccon1)OCC(Cl)(Cl)Cl, O=C(N=NC(=O)N1CCCCC1)N1CCCCC1, C1CCOC1, O=C1OC(CO)CN1c1ccc(-n2ccnc2)c(F)c1. Product: O=C1OC(CNc2ccon2)CN1c1ccc(-n2ccnc2)c(F)c1. Reaction SMILES: [CH2:35]([P:36]([CH2:37][CH2:38][CH2:39][CH3:40])[CH2:41][CH2:42][CH2:43][CH3:44])[CH2:45][CH2:46][CH3:47].[Cl:21][C:22]([Cl:23])([Cl:24])[CH2:25][O:26][C:33]([NH:27][c:28]1[n:29][o:30][cH:31][cH:32]1)=[O:34].[N:48]([C:49]([N:50]1[CH2:51][CH2:52][CH2:53][CH2:54][CH2:55]1)=[O:56])=[N:57][C:58]([N:59]1[CH2:60][CH2:61][CH2:62][CH2:63][CH2:64]1)=[O:65].[O:66]1[CH2:67][CH2:68][CH2:69][CH2:70]1.[n:1]1(-[c:6]2[c:7]([F:20])[cH:8][c:9]([N:12]3[C:13](=[O:19])[O:14][CH:15]([CH2:17][OH:18])[CH2:16]3)[cH:10][cH:11]2)[cH:2][n:3][cH:4][cH:5]1>>[n:1]1(-[c:6]2[c:7]([F:20])[cH:8][c:9]([N:12]3[C:13](=[O:19])[O:14][CH:15]([CH2:17][NH:27][c:28]4[n:29][o:30][cH:31][cH:32]4)[CH2:16]3)[cH:10][cH:11]2)[cH:2][n:3][cH:4][cH:5]1.